This data is from the Open Reaction Database (ORD), a public repository of structured organic reaction records. The task is: describe an organic reaction: reactants, conditions, products, and yield The reactants are CN(C)CCCCCC=Cc1ccc(C(=O)c2ccccc2)cc1, CO. Product: CN(C)CCCCCCCc1ccc(C(=O)c2ccccc2)cc1. Reaction SMILES: [CH3:1][N:2]([CH2:3][CH2:4][CH2:5][CH2:6][CH2:7][CH:8]=[CH:9][c:10]1[cH:11][cH:12][c:13]([C:14](=[O:15])[c:16]2[cH:17][cH:18][cH:19][cH:20][cH:21]2)[cH:22][cH:23]1)[CH3:24].[CH3:25][OH:26]>>[CH3:1][N:2]([CH2:3][CH2:4][CH2:5][CH2:6][CH2:7][CH2:8][CH2:9][c:10]1[cH:11][cH:12][c:13]([C:14](=[O:15])[c:16]2[cH:17][cH:18][cH:19][cH:20][cH:21]2)[cH:22][cH:23]1)[CH3:24]. The reactants are CC(O)C(=O)O, CNCCOc1cccc2ncnc(Nc3ccc(OCc4ccccn4)c(Cl)c3)c12. Product: CC(O)C(=O)N(C)CCOc1cccc2ncnc(Nc3ccc(OCc4ccccn4)c(Cl)c3)c12. Reaction SMILES: [CH3:1][CH:2]([OH:3])[C:4]([OH:5])=[O:6].[Cl:7][c:8]1[cH:9][c:10]([NH:22][c:23]2[n:24][cH:25][n:26][c:27]3[cH:28][cH:29][cH:30][c:31]([O:33][CH2:34][CH2:35][NH:36][CH3:37])[c:32]23)[cH:11][cH:12][c:13]1[O:14][CH2:15][c:16]1[n:17][cH:18][cH:19][cH:20][cH:21]1>>[CH3:1][CH:2]([OH:3])[C:4](=[O:6])[N:36]([CH2:35][CH2:34][O:33][c:31]1[cH:30][cH:29][cH:28][c:27]2[n:26][cH:25][n:24][c:23]([NH:22][c:10]3[cH:9][c:8]([Cl:7])[c:13]([O:14][CH2:15][c:16]4[n:17][cH:18][cH:19][cH:20][cH:21]4)[cH:12][cH:11]3)[c:32]21)[CH3:37].